describe an organic reaction: reactants, conditions, products, and yield From a dataset of the Open Reaction Database (ORD), a public repository of structured organic reaction records. Starting materials: CC(C)(C)OC(=O)Nc1cc(Cl)ccn1, COC(=O)CBr, [H-], [Na+], CN(C)C=O. Product: COC(=O)CN(C(=O)OC(C)(C)C)c1cc(Cl)ccn1. RXN SMILES: [C:1]([CH3:2])([CH3:3])([CH3:4])[O:5][C:6]([NH:7][c:8]1[n:9][cH:10][cH:11][c:12]([Cl:14])[cH:13]1)=[O:15].[CH3:18][O:19][C:20]([CH2:21][Br:22])=[O:23].[H-:17].[Na+:16].[O:24]=[CH:25][N:26]([CH3:27])[CH3:28]>>[C:1]([CH3:2])([CH3:3])([CH3:4])[O:5][C:6]([N:7]([c:8]1[n:9][cH:10][cH:11][c:12]([Cl:14])[cH:13]1)[CH2:21][C:20]([O:19][CH3:18])=[O:23])=[O:15]. Starting materials: Cl (HCl), C(C)(C)(C)OC(=O)[C@H]1N(CCC1)C1=NC=C(C=N1)C(=O)OCC ((S)-ethyl 2-(2-(tert-butoxycarbonyl)pyrrolidin-1-yl)pyrimidine-5-carboxylate). The solvent is O1CCOCC1 (dioxane). Conditions: time 8 hour. Yields the product C(C)OC(=O)C=1C=NC(=NC1)N1[C@@H](CCC1)C(=O)O ((S)-1-(5-(ethoxycarbonyl)pyrimidin-2-yl)pyrrolidine-2-carboxylic acid). RXN SMILES: Cl.C([O:6][C:7]([C@@H:9]1[CH2:13][CH2:12][CH2:11][N:10]1[C:14]1[N:19]=[CH:18][C:17]([C:20]([O:22][CH2:23][CH3:24])=[O:21])=[CH:16][N:15]=1)=[O:8])(C)(C)C>O1CCOCC1>[CH2:23]([O:22][C:20]([C:17]1[CH:16]=[N:15][C:14]([N:10]2[CH2:11][CH2:12][CH2:13][C@H:9]2[C:7]([OH:8])=[O:6])=[N:19][CH:18]=1)=[O:21])[CH3:24]. Reported procedure: HCl in dioxane (3 mL) was added to compound 498 (278 mg, 0.865 mmol) and the reaction mixture was stirred overnight. The reaction was then concentrated to afford compound 499 which was used without further purification. MS (m/z): 266.2 (M+H). Reactants: CCN=C=NCCCN(C)C, CCN(C(C)C)C(C)C, Cl, Cl, NCC(=O)N1CCC(Oc2cccc(C(F)(F)F)c2)CC1, CN(C)C=O, O, On1nnc2ccccc21, O=C(O)CNC(=O)c1cc(-c2ccccc2)[nH]n1. The product is O=C(NCC(=O)N1CCC(Oc2cccc(C(F)(F)F)c2)CC1)c1cc(-c2ccccc2)[nH]n1. As a reaction SMILES: [CH3:38][CH2:39][N:40]=[C:41]=[N:42][CH2:43][CH2:44][CH2:45][N:46]([CH3:47])[CH3:48].[CH:1]([N:2]([CH2:3][CH3:4])[CH:5]([CH3:6])[CH3:7])([CH3:8])[CH3:9].[ClH:49].[ClH:50].[NH2:51][CH2:52][C:53](=[O:54])[N:55]1[CH2:56][CH2:57][CH:58]([O:61][c:62]2[cH:63][c:64]([C:68]([F:69])([F:70])[F:71])[cH:65][cH:66][cH:67]2)[CH2:59][CH2:60]1.[O:72]=[CH:73][N:74]([CH3:75])[CH3:76].[OH2:77].[OH:28][n:29]1[c:30]2[c:31]([cH:32][cH:33][cH:34][cH:35]2)[n:36][n:37]1.[c:10]1(-[c:16]2[cH:17][c:18]([C:21](=[O:22])[NH:23][CH2:24][C:25](=[O:26])[OH:27])[n:19][nH:20]2)[cH:11][cH:12][cH:13][cH:14][cH:15]1>>[c:10]1(-[c:16]2[cH:17][c:18]([C:21](=[O:22])[NH:23][CH2:24][C:25](=[O:27])[N:55]3[CH2:56][CH2:57][CH:58]([O:61][c:62]4[cH:63][c:64]([C:68]([F:69])([F:70])[F:71])[cH:65][cH:66][cH:67]4)[CH2:59][CH2:60]3)[n:19][nH:20]2)[cH:11][cH:12][cH:13][cH:14][cH:15]1.